From a dataset of the Open Reaction Database (ORD), a public repository of structured organic reaction records. describe an organic reaction: reactants, conditions, products, and yield Reactants: C(C1=CC=CC=C1)OC(=O)NC1=CC=C(C(=O)OC)C=C1 (methyl 4-(benzyloxycarbonylamino)benzoate), compound 46, N1=C(C=CC=C1C)C (2-6-lutidine), N1=CC=CC=C1 (pyridine), compound 47, NN (hydrazine), hydrazide. Yields the product Compound 47, N1=C(N=CC2=CC=CC=C12)C(=O)NN (Quinazoline Hydrazide). Reaction SMILES: C([O:8]C(NC1C=CC(C(OC)=O)=CC=1)=O)C1C=CC=CC=1.[N:22]1[C:27]([CH3:28])=CC=[CH:24][C:23]=1C.[NH2:30][NH2:31].[N:32]1[CH:37]=[CH:36][CH:35]=[CH:34][CH:33]=1>>[N:32]1[C:37]2[C:24](=[CH:33][CH:34]=[CH:35][CH:36]=2)[CH:23]=[N:22][C:27]=1[C:28]([NH:30][NH2:31])=[O:8]. Procedure: Compound 47 is prepared from methyl 4-(benzyloxycarbonylamino)benzoate (45) and compound 46 under basic condition (e.g. 2-6-lutidine or pyridine). The ester functional group of compound 47 is then converted to hydrazide first (with hydrazine) and then Cbz protecting group is deprotected under hydrogenation condition to afford compound 48. The reactants are Cc1ccc(Cl)cc1NCC=O, CC(Cl)C(=O)Cl, [Na+], [Na+], O=C([O-])[O-], O, c1ccccc1. Yields the product Cc1ccc(Cl)cc1N(CC=O)C(=O)C(C)Cl. RXN SMILES: [CH3:1][c:2]1[c:3]([NH:4][CH2:5][CH:6]=[O:7])[cH:8][c:9]([Cl:12])[cH:10][cH:11]1.[Cl:25][CH:26]([C:27](=[O:28])[Cl:29])[CH3:30].[Na+:13].[Na+:14].[O-:15][C:16](=[O:17])[O-:18].[OH2:31].[cH:19]1[cH:20][cH:21][cH:22][cH:23][cH:24]1>>[CH3:1][c:2]1[c:3]([N:4]([CH2:5][CH:6]=[O:7])[C:27]([CH:26]([Cl:25])[CH3:30])=[O:28])[cH:8][c:9]([Cl:12])[cH:10][cH:11]1. Reactants: C1OC2(CCC(CC2)N2N=C(C=CC2=O)C=2C(=NN3C2C=CC=C3)C3=CC=CC=C3)OC1 (3-[2-(4,4-ethylenedioxycyclohexyl)-3-oxo-2,3-dihydropyridazin-6-yl]-2-phenylpyrazolo[1,5-a]-pyridine), Cl (hydrochloric acid), O1CCOCC1 (dioxane). The solvent is O (water). Run at time 1 hour. Product: O=C1CCC(CC1)N1N=C(C=CC1=O)C=1C(=NN2C1C=CC=C2)C2=CC=CC=C2 (3-[2-(4-oxocyclohexyl)-3-oxo-2,3-dihydropyridazin-6-yl]-2-phenylpyrazolo[1,5-a]pyridine). Isolated yield 100.0%. As a reaction SMILES: C1CO[C:3]2([CH2:8][CH2:7][CH:6]([N:9]3[C:14](=[O:15])[CH:13]=[CH:12][C:11]([C:16]4[C:17]([C:25]5[CH:30]=[CH:29][CH:28]=[CH:27][CH:26]=5)=[N:18][N:19]5[CH:24]=[CH:23][CH:22]=[CH:21][C:20]=45)=[N:10]3)[CH2:5][CH2:4]2)[O:2]1.Cl.O1CCOCC1>O>[O:2]=[C:3]1[CH2:8][CH2:7][CH:6]([N:9]2[C:14](=[O:15])[CH:13]=[CH:12][C:11]([C:16]3[C:17]([C:25]4[CH:26]=[CH:27][CH:28]=[CH:29][CH:30]=4)=[N:18][N:19]4[CH:24]=[CH:23][CH:22]=[CH:21][C:20]=34)=[N:10]2)[CH2:5][CH2:4]1. Procedure details: A mixture of 3-[2-(4,4-ethylenedioxycyclohexyl)-3-oxo-2,3-dihydropyridazin-6-yl]-2-phenylpyrazolo[1,5-a]-pyridine (0.68 g), 1N hydrochloric acid (5 ml), and dioxane (10 ml) was stirred at room temperature for 1 hour and heated at 50° C. for 2 hours. The reaction mixture was poured into 50 ml of water and the mixture was extracted with ethyl acetate (20 ml×2). The combined extracts were sequencially washed with saturated aqueous sodium bicarbonate (30 ml) and brine (30 ml), dried over anhydrous s...